This data is from the Open Reaction Database (ORD), a public repository of structured organic reaction records. The task is: describe an organic reaction: reactants, conditions, products, and yield Reported procedure: This compound was prepared by the route used to prepare 3-(3-(4-(piperidin-1-yl)-2-(4-(3-(trifluoromethyl)benzylamino)pyridin-2-yl)phenylcarbamoyl)benzylthio)propanoic acid 69, substituting 3-(trifluoromethyl)phenethylamine for 3-(trifluoromethyl)benzylamine. 1H-NMR (300 MHz, DMSO-d6, ppm): δ 13.37 (s, 1H), 12.23 (s, 1H), 8.22 (s, 1H), 7.82-7.74 (m, 2H), 7.64-7.50 (m, 6H), 7.12 (m, 3H), 6.99 (s, 1H), 6.70 (s, 1H), 3.82 (s, 2H), 3.47 (s, 2H), 3.21 (t, 4H), 2.92 (t, 2H), 2.58-2.50 (m, 4H), 1.66 (m... Starting materials: N1(CCCCC1)C1=CC(=C(C=C1)NC(=O)C=1C=C(CSCCC(=O)O)C=CC1)C1=NC=CC(=C1)NCC1=CC(=CC=C1)C(F)(F)F (3-(3-(4-(piperidin-1-yl)-2-(4-(3-(trifluoromethyl)benzylamino)pyridin-2-yl)phenylcarbamoyl)benzylthio)propanoic acid), FC(C=1C=C(CN)C=CC1)(F)F (3-(trifluoromethyl)benzylamine). Product: N1(CCCCC1)C1=CC(=C(C=C1)NC(=O)C=1C=C(CSCCC(=O)O)C=CC1)C1=NC=CC(=C1)NCCC1=CC(=CC=C1)C(F)(F)F (3-((3-((4-(Piperidin-1-yl)-2-(4-((3-(trifluoromethyl)phenethyl)amino)pyridin-2-yl)phenyl)carbamoyl)benzyl)thio)propanoic acid). As a reaction SMILES: [N:1]1([C:7]2[CH:12]=[CH:11][C:10]([NH:13][C:14]([C:16]3[CH:17]=[C:18]([CH:26]=[CH:27][CH:28]=3)[CH2:19][S:20][CH2:21][CH2:22][C:23]([OH:25])=[O:24])=[O:15])=[C:9]([C:29]3[CH:34]=[C:33]([NH:35][CH2:36]C4C=CC=C(C(F)(F)F)C=4)[CH:32]=[CH:31][N:30]=3)[CH:8]=2)[CH2:6][CH2:5][CH2:4][CH2:3][CH2:2]1.[F:47][C:48]([F:58])([F:57])[C:49]1[CH:50]=[C:51]([CH:54]=[CH:55][CH:56]=1)[CH2:52]N>>[N:1]1([C:7]2[CH:12]=[CH:11][C:10]([NH:13][C:14]([C:16]3[CH:17]=[C:18]([CH:26]=[CH:27][CH:28]=3)[CH2:19][S:20][CH2:21][CH2:22][C:23]([OH:25])=[O:24])=[O:15])=[C:9]([C:29]3[CH:34]=[C:33]([NH:35][CH2:36][CH2:52][C:51]4[CH:54]=[CH:55][CH:56]=[C:49]([C:48]([F:58])([F:57])[F:47])[CH:50]=4)[CH:32]=[CH:31][N:30]=3)[CH:8]=2)[CH2:6][CH2:5][CH2:4][CH2:3][CH2:2]1.